From a dataset of the Open Reaction Database (ORD), a public repository of structured organic reaction records. describe an organic reaction: reactants, conditions, products, and yield Reactants: COC(=O)C(C)Br, O=C([O-])[O-], CN(C)C=O, Cn1c(C(F)(F)F)cc(=O)n(-c2cc(Oc3ccc(O)cc3)c(Cl)cc2F)c1=O, [K+], [K+], O. The product is COC(=O)C(C)Oc1ccc(Oc2cc(-n3c(=O)cc(C(F)(F)F)n(C)c3=O)c(F)cc2Cl)cc1. RXN SMILES: [Br:36][CH:37]([C:38](=[O:39])[O:40][CH3:41])[CH3:42].[C:30](=[O:31])([O-:32])[O-:33].[CH3:44][N:45]([CH3:46])[CH:47]=[O:48].[Cl:1][c:2]1[c:3]([O:4][c:5]2[cH:6][cH:7][c:8]([OH:11])[cH:9][cH:10]2)[cH:12][c:13](-[n:17]2[c:18](=[O:29])[n:19]([CH3:28])[c:20]([C:24]([F:25])([F:26])[F:27])[cH:21][c:22]2=[O:23])[c:14]([F:16])[cH:15]1.[K+:34].[K+:35].[OH2:43]>>[Cl:1][c:2]1[c:3]([O:4][c:5]2[cH:6][cH:7][c:8]([O:11][CH:37]([C:38](=[O:39])[O:40][CH3:41])[CH3:42])[cH:9][cH:10]2)[cH:12][c:13](-[n:17]2[c:18](=[O:29])[n:19]([CH3:28])[c:20]([C:24]([F:25])([F:26])[F:27])[cH:21][c:22]2=[O:23])[c:14]([F:16])[cH:15]1. As a reaction SMILES: [C:1]([O:5][C:6]([NH:8][C:9]1[CH:13]=[CH:12][S:11][C:10]=1[C:14]([O:16]C)=[O:15])=[O:7])([CH3:4])([CH3:3])[CH3:2]>[OH-].[Na+].O1CCCC1>[C:1]([O:5][C:6]([NH:8][C:9]1[CH:13]=[CH:12][S:11][C:10]=1[C:14]([OH:16])=[O:15])=[O:7])([CH3:4])([CH3:2])[CH3:3] |f:1.2|. Run in [OH-].[Na+] (sodium hydroxide), O1CCCC1 (tetrahydrofuran). Starting materials: C(C)(C)(C)OC(=O)NC1=C(SC=C1)C(=O)OC (Methyl 3-t-butoxycarbonylaminothiophene-2-carboxylate). Isolated yield 97.3%. Yields the product C(C)(C)(C)OC(=O)NC1=C(SC=C1)C(=O)O (3-t-butoxycarbonylaminothiophene-2-carboxylic acid). Procedure details: Methyl 3-t-butoxycarbonylaminothiophene-2-carboxylate (15.0 g, 58.3 mmol) was warmed in a mixture of 1 N sodium hydroxide (116.6 ml) and tetrahydrofuran (60 ml) at 50° C. for 16 hours. The mixture was evaporated to a volume of approximately 60 ml, and acidified (pH=2) with hydrochloric acid under cooling in an ice bath. The precipitate was filtered off, washed with water, and dried to afford 13.8 g (97%) of 3-t-butoxycarbonylaminothiophene-2-carboxylic acid. M.p. 168°-169° C. Litt. m.p. 168-169°... The reactants are CCCCC(CC)CN(CCCCCCOC(C)=O)c1ccccc1, N#CC(C#N)=C1NC(=O)C(O)=C1C#N, CC(=O)OC(C)=O, CN(C)C=O, [Na], [Na], O=P(Cl)(Cl)Cl. Yields the product CCCCC(CC)CN(CCCCCCOC(C)=O)c1ccc(C2=C(C#N)C(=C(C#N)C#N)NC2=O)cc1. RXN SMILES: [C:1]([CH3:2])(=[O:3])[O:4][CH2:5][CH2:6][CH2:7][CH2:8][CH2:9][CH2:10][N:11]([c:12]1[cH:13][cH:14][cH:15][cH:16][cH:17]1)[CH2:18][CH:19]([CH2:20][CH2:21][CH2:22][CH3:23])[CH2:24][CH3:25].[C:35](#[N:36])[C:37]1=[C:38]([OH:48])[C:39](=[O:47])[NH:40][C:41]1=[C:42]([C:43]#[N:44])[C:45]#[N:46].[CH3:26][C:27]([O:28][C:29](=[O:30])[CH3:31])=[O:32].[CH3:54][N:55]([CH3:56])[CH:57]=[O:58].[Na:33].[Na:34].[P:49]([Cl:50])([Cl:51])([Cl:52])=[O:53]>>[C:1]([CH3:2])(=[O:3])[O:4][CH2:5][CH2:6][CH2:7][CH2:8][CH2:9][CH2:10][N:11]([c:12]1[cH:13][cH:14][c:15]([C:38]2=[C:37]([C:35]#[N:36])[C:41](=[C:42]([C:43]#[N:44])[C:45]#[N:46])[NH:40][C:39]2=[O:47])[cH:16][cH:17]1)[CH2:18][CH:19]([CH2:20][CH2:21][CH2:22][CH3:23])[CH2:24][CH3:25]. Starting materials: COC(=O)C(NC(=O)C(NC(=O)CC1CCC(C(C)NC(=O)C(C)NC(=O)OC(C)(C)C)=CC(Cc2ccccc2)C1O)C(C)C)C(C)C, ClCCl, O=C(O)C(F)(F)F. Product: COC(=O)C(NC(=O)C(NC(=O)CC1CCC(C(C)NC(=O)C(C)N)=CC(Cc2ccccc2)C1O)C(C)C)C(C)C. RXN SMILES: [CH3:1][O:2][C:3]([CH:4]([NH:5][C:6]([CH:7]([NH:8][C:9]([CH2:10][CH:11]1[CH:12]([OH:40])[CH:13]([CH2:33][c:34]2[cH:35][cH:36][cH:37][cH:38][cH:39]2)[CH:14]=[C:15]([CH:18]([CH3:19])[NH:20][C:21]([CH:22]([NH:23][C:24]([O:25][C:26]([CH3:27])([CH3:28])[CH3:29])=[O:30])[CH3:31])=[O:32])[CH2:16][CH2:17]1)=[O:41])[CH:42]([CH3:43])[CH3:44])=[O:45])[CH:46]([CH3:47])[CH3:48])=[O:49].[Cl:57][CH2:58][Cl:59].[OH:50][C:51]([C:52]([F:53])([F:54])[F:55])=[O:56]>>[CH3:1][O:2][C:3]([CH:4]([NH:5][C:6]([CH:7]([NH:8][C:9]([CH2:10][CH:11]1[CH:12]([OH:40])[CH:13]([CH2:33][c:34]2[cH:35][cH:36][cH:37][cH:38][cH:39]2)[CH:14]=[C:15]([CH:18]([CH3:19])[NH:20][C:21]([CH:22]([NH2:23])[CH3:31])=[O:32])[CH2:16][CH2:17]1)=[O:41])[CH:42]([CH3:43])[CH3:44])=[O:45])[CH:46]([CH3:47])[CH3:48])=[O:49]. The reactants are O=C(c1ccccc1Nc1ccc2[nH]ncc2c1)N1CCN(Cc2ccccc2)CC1, CCO, O=C[O-], [NH4+]. Yields the product O=C(c1ccccc1Nc1ccc2[nH]ncc2c1)N1CCNCC1. RXN SMILES: [CH2:1]([c:2]1[cH:3][cH:4][cH:5][cH:6][cH:7]1)[N:8]1[CH2:9][CH2:10][N:11]([C:14](=[O:15])[c:16]2[c:17]([NH:22][c:23]3[cH:24][c:25]4[cH:26][n:27][nH:28][c:29]4[cH:30][cH:31]3)[cH:18][cH:19][cH:20][cH:21]2)[CH2:12][CH2:13]1.[CH3:36][CH2:37][OH:38].[CH:32]([O-:33])=[O:34].[NH4+:35]>>[NH:8]1[CH2:9][CH2:10][N:11]([C:14](=[O:15])[c:16]2[c:17]([NH:22][c:23]3[cH:24][c:25]4[cH:26][n:27][nH:28][c:29]4[cH:30][cH:31]3)[cH:18][cH:19][cH:20][cH:21]2)[CH2:12][CH2:13]1. Starting materials: O=C(Cl)CCl, NNC(=O)c1ccc(Cl)cc1, C1COCCO1. The product is O=C(CCl)NNC(=O)c1ccc(Cl)cc1. As a reaction SMILES: [Cl:12][CH2:13][C:14](=[O:15])[Cl:16].[Cl:1][c:2]1[cH:3][cH:4][c:5]([C:6](=[O:7])[NH:8][NH2:9])[cH:10][cH:11]1.[O:17]1[CH2:18][CH2:19][O:20][CH2:21][CH2:22]1>>[Cl:1][c:2]1[cH:3][cH:4][c:5]([C:6](=[O:7])[NH:8][NH:9][C:14]([CH2:13][Cl:12])=[O:15])[cH:10][cH:11]1. Reactants: I(=O)(=O)[O-].[K+] (potassium iodate), C1(=CC=CC=C1)C (toluene), C(C)(=O)OC(C)=O (acetic anhydride), FC(S(=O)(=O)O)(F)F (Trifluoromethanesulfonic acid), C(C)(C)OC(C)C (Isopropyl ether), CCCCCC (hexane). Conditions: temperature -15 celsius, time 2.5 hour. Yields the product FC(S(=O)(=O)[O-])(F)F.C1(=C(C=CC=C1)[I+]C1=C(C=CC=C1)C)C (Ditolyliodonium Trifluoromethanesulfonate). Isolated yield 43.5%. RXN SMILES: [I:1]([O-])(=O)=O.[K+].[C:6]1([CH3:12])[CH:11]=[CH:10][CH:9]=[CH:8][CH:7]=1.C(O[C:17](=O)[CH3:18])(=O)C.[F:20][C:21]([F:27])([F:26])[S:22]([OH:25])(=[O:24])=[O:23].C(OC(C)C)(C)C.[CH3:35][CH2:36][CH2:37][CH2:38][CH2:39]C>>[F:20][C:21]([F:27])([F:26])[S:22]([O-:25])(=[O:24])=[O:23].[C:6]1([CH3:12])[CH:11]=[CH:10][CH:9]=[CH:8][C:7]=1[I+:1][C:39]1[CH:38]=[CH:37][CH:36]=[CH:35][C:17]=1[CH3:18] |f:0.1,7.8|. Procedure: Into a 2 liter 3-necked round bottom flask equipped with a mechanical stirrer, thermometer, and inlet was charged with agitation 230.394 g (1076.60 mmol) of potassium iodate, 400 g (4341.13 mmol) of toluene and 360 mL of acetic anhydride. The mixture was cooled to -15° C. Trifluoromethanesulfonic acid (325.751 g, 2170.57 mmol) was added dropwise at a rate such that the temperature remained below 5° C. The addition was complete in 2.5 hours. The mixture was allowed to stir for 4 hours at 0° C. Th... The reactants are ClB(Cl)Cl, ClC(Cl)(Cl)Cl, CC(C)=CC1C(C(=O)O)C1(C)C, [Cl-]. The product is CC(C)=CC1C(C(=O)O)C1(C)C, [Cl-]. RXN SMILES: [B:14]([Cl:15])([Cl:16])[Cl:17].[C:18]([Cl:19])([Cl:20])([Cl:21])[Cl:22].[CH3:2][C:3]1([CH3:13])[CH:4]([C:10](=[O:11])[OH:12])[CH:5]1[CH:6]=[C:7]([CH3:8])[CH3:9].[Cl-:1]>>[CH3:2][C:3]1([CH3:13])[CH:4]([C:10](=[O:11])[OH:12])[CH:5]1[CH:6]=[C:7]([CH3:8])[CH3:9].[Cl-:15]. The reactants are N=C=N (carbodiimide), amide, C(C)(C)C=1N=NSC1C=1C=C(C(=O)O)C=C(C1)C1=NC=C(C=C1)C (3-(4-isopropyl-[1,2,3]thiadiazol-5-yl)-5-(5-methyl-pyridin-2-yl)-benzoic acid), CC=1N=CC(=NC1)CN (C-(5-methyl-pyrazin-2-yl)-methylamine), CCN=C=NCCCN(C)C (EDCI), C=1C=CC2=C(C1)N=NN2O (HOBt). Run in C(Cl)Cl (methylene chloride), CCN(CC)CC (Et3N). Reaction conditions: time 16 hour. Yields the product C(C)(C)C=1N=NSC1C=1C=C(C(=O)NCC2=NC=C(N=C2)C)C=C(C1)C1=NC=C(C=C1)C (3-(4-Isopropyl-[1,2,3]thiadiazol-5-yl)-N-(5-methyl-pyrazin-2-ylmethyl)-5-(5-methyl-pyridin-2-yl)-benzamide). Reaction SMILES: N=C=N.[CH:4]([C:7]1[N:8]=[N:9][S:10][C:11]=1[C:12]1[CH:13]=[C:14]([CH:18]=[C:19]([C:21]2[CH:26]=[CH:25][C:24]([CH3:27])=[CH:23][N:22]=2)[CH:20]=1)[C:15](O)=[O:16])([CH3:6])[CH3:5].[CH3:28][C:29]1[N:30]=[CH:31][C:32]([CH2:35][NH2:36])=[N:33][CH:34]=1.CCN=C=NCCCN(C)C.C1C=CC2N(O)N=NC=2C=1>C(Cl)Cl.CCN(CC)CC>[CH:4]([C:7]1[N:8]=[N:9][S:10][C:11]=1[C:12]1[CH:13]=[C:14]([CH:18]=[C:19]([C:21]2[CH:26]=[CH:25][C:24]([CH3:27])=[CH:23][N:22]=2)[CH:20]=1)[C:15]([NH:36][CH2:35][C:32]1[CH:31]=[N:30][C:29]([CH3:28])=[CH:34][N:33]=1)=[O:16])([CH3:6])[CH3:5]. Procedure details: 3-(4-Isopropyl-[1,2,3]thiadiazol-5-yl)-N-(5-methyl-pyrazin-2-ylmethyl)-5-(5-methyl-pyridin-2-yl)-benzamide was prepared using the carbodiimide-based amide synthesis procedure of example 7 in published patent application US2008004442. Briefly, 3-(4-isopropyl-[1,2,3]thiadiazol-5-yl)-5-(5-methyl-pyridin-2-yl)-benzoic acid, C-(5-methyl-pyrazin-2-yl)-methylamine, EDCI, HOBt and Et3N were added to methylene chloride, and the mixture was stirred at room temperature for 16 hours, then was partitioned be... Reactants: BrCC1CC1, CCCCN1CCCC(CNC(=O)C2CCCN2C(=O)C2CC(O)CN2C(=O)CC(c2ccccc2)(c2ccccc2)c2ccccc2)C1. Yields the product [Br-], CCCC[N+]1(C)CCCC(CNC(=O)C2CCCN2C(=O)C2CC(O)CN2C(=O)CC(c2ccccc2)(c2ccccc2)c2ccccc2)C1. RXN SMILES: [Br:50][CH2:51][CH:52]1[CH2:53][CH2:54]1.[CH2:1]([CH2:2][CH2:3][CH3:4])[N:5]1[CH2:6][CH:7]([CH2:11][NH:12][C:13](=[O:14])[CH:15]2[N:16]([C:20](=[O:21])[CH:22]3[N:23]([C:28]([CH2:29][C:30]([c:31]4[cH:32][cH:33][cH:34][cH:35][cH:36]4)([c:37]4[cH:38][cH:39][cH:40][cH:41][cH:42]4)[c:43]4[cH:44][cH:45][cH:46][cH:47][cH:48]4)=[O:49])[CH2:24][CH:25]([OH:27])[CH2:26]3)[CH2:17][CH2:18][CH2:19]2)[CH2:8][CH2:9][CH2:10]1>>[Br-:50].[CH2:1]([CH2:2][CH2:3][CH3:4])[N+:5]1([CH3:51])[CH2:6][CH:7]([CH2:11][NH:12][C:13](=[O:14])[CH:15]2[N:16]([C:20](=[O:21])[CH:22]3[N:23]([C:28]([CH2:29][C:30]([c:31]4[cH:32][cH:33][cH:34][cH:35][cH:36]4)([c:37]4[cH:38][cH:39][cH:40][cH:41][cH:42]4)[c:43]4[cH:44][cH:45][cH:46][cH:47][cH:48]4)=[O:49])[CH2:24][CH:25]([OH:27])[CH2:26]3)[CH2:17][CH2:18][CH2:19]2)[CH2:8][CH2:9][CH2:10]1.